Dataset: the Open Reaction Database (ORD), a public repository of structured organic reaction records. Task: describe an organic reaction: reactants, conditions, products, and yield Reaction conditions: time 3 hour. Solvent: C(Cl)(Cl)Cl (chloroform), C(C)(=O)O (acetic acid), C(Cl)Cl (methylene chloride). Starting materials: C([O-])(O)=O.[Na+] (sodium bicarbonate), S(=O)(=O)([O-])[O-].[Mg+2] (magnesium sulfate), C(C)(=O)O[BH-](OC(C)=O)OC(C)=O.[Na+] (sodium triacetoxy borohydride), C1(=CC=CC2=CC=CC=C12)[C@@H](C)N[C@@H]1CN(CC1)C1=NC=NC(=C1)C1=CC=CC=C1 ((R)-1-(naphthalen-1-yl)ethyl-[(S)-1-(6-phenylpyrimidin-4-yl)pyrrolidin-3-yl]amine), O=C1CN(C1)C(=O)OCC1=CC=CC=C1 (benzyl 3-oxoazetidine-1-carboxylate), C1(=CC=CC2=CC=CC=C12)[C@@H](C)N ((R)-(+)-1-(1-naphthyl)ethylamine). Yields the product C1(=CC=CC2=CC=CC=C12)[C@@H](C)NC1CN(C1)C(=O)OCC1=CC=CC=C1 (benzyl 3-[(R)-1-(naphthalen-1-yl)ethylamino]azetidine-1-carboxylate). Reported procedure: To a solution of 5.0 g of 1-benzohydrylazetidin-3-one dissolved in 75 ml of toluene was added 2.98 ml of benzyloxycarbonyl chloride, and the mixture was stirred at 80° C. for 4 hours. The reaction mixture was evaporated, and then, to the residue were added water and ethyl acetate, the mixture was stirred and the liquids were separated. The organic layer was washed with water and a saturated brine, dried and concentrated. The residue was purified by silica gel column chromatography (hexane:ethyl ... RXN SMILES: [C:1]1([C@H:11]([NH:13][C@H]2CCN(C3C=C(C4C=CC=CC=4)N=CN=3)C2)[CH3:12])[C:10]2[C:5](=[CH:6][CH:7]=[CH:8][CH:9]=2)[CH:4]=[CH:3][CH:2]=1.O=[C:32]1[CH2:35][N:34]([C:36]([O:38][CH2:39][C:40]2[CH:45]=[CH:44][CH:43]=[CH:42][CH:41]=2)=[O:37])[CH2:33]1.C1([C@H](N)C)C2C(=CC=CC=2)C=CC=1.S([O-])([O-])(=O)=O.[Mg+2].C(O[BH-](OC(=O)C)OC(=O)C)(=O)C.[Na+].C(=O)(O)[O-].[Na+]>C(Cl)Cl.C(Cl)(Cl)Cl.C(O)(=O)C>[C:1]1([C@H:11]([NH:13][CH:32]2[CH2:35][N:34]([C:36]([O:38][CH2:39][C:40]3[CH:45]=[CH:44][CH:43]=[CH:42][CH:41]=3)=[O:37])[CH2:33]2)[CH3:12])[C:10]2[C:5](=[CH:6][CH:7]=[CH:8][CH:9]=2)[CH:4]=[CH:3][CH:2]=1 |f:3.4,5.6,7.8|.